Dataset: the Open Reaction Database (ORD), a public repository of structured organic reaction records. Task: describe an organic reaction: reactants, conditions, products, and yield The reactants are O=C(Cl)c1ccccc1, Nc1nc2cc([N+](=O)[O-])ccc2s1, O, c1ccncc1. The product is O=C(Nc1nc2cc([N+](=O)[O-])ccc2s1)c1ccccc1. As a reaction SMILES: [C:14]([c:15]1[cH:16][cH:17][cH:18][cH:19][cH:20]1)(=[O:21])[Cl:22].[NH2:1][c:2]1[s:3][c:4]2[c:5]([n:6]1)[cH:7][c:8]([N+:11](=[O:12])[O-:13])[cH:9][cH:10]2.[OH2:29].[cH:23]1[cH:24][cH:25][n:26][cH:27][cH:28]1>>[NH:1]([c:2]1[s:3][c:4]2[c:5]([n:6]1)[cH:7][c:8]([N+:11](=[O:12])[O-:13])[cH:9][cH:10]2)[C:14]([c:15]1[cH:16][cH:17][cH:18][cH:19][cH:20]1)=[O:21]. The reactants are C(C)(C)(C)OC(CN(CC(CC)O)C(C1=CC=CC=C1)C1=CC=CC=C1)=O ([benzhydryl-(2-hydroxybutyl)amino]acetic acid tert-butyl ester), O=S(Cl)Cl (SOCl2). Run in C(Cl)(Cl)Cl (CHCl3). Run at time 30 minute. Yields the product C(C)(C)(C)OC(CN(CC(CC)Cl)C(C1=CC=CC=C1)C1=CC=CC=C1)=O ([benzhydryl-(2-chlorobutyl)amino]acetic acid tert-butyl ester). Reaction SMILES: [C:1]([O:5][C:6](=[O:27])[CH2:7][N:8]([CH:14]([C:21]1[CH:26]=[CH:25][CH:24]=[CH:23][CH:22]=1)[C:15]1[CH:20]=[CH:19][CH:18]=[CH:17][CH:16]=1)[CH2:9][CH:10](O)[CH2:11][CH3:12])([CH3:4])([CH3:3])[CH3:2].O=S(Cl)[Cl:30]>C(Cl)(Cl)Cl>[C:1]([O:5][C:6](=[O:27])[CH2:7][N:8]([CH:14]([C:21]1[CH:26]=[CH:25][CH:24]=[CH:23][CH:22]=1)[C:15]1[CH:20]=[CH:19][CH:18]=[CH:17][CH:16]=1)[CH2:9][CH:10]([Cl:30])[CH2:11][CH3:12])([CH3:4])([CH3:3])[CH3:2]. Reported procedure: To a stirred solution of [benzhydryl-(2-hydroxybutyl)amino]acetic acid tert-butyl ester (7.4 g, 20 mmol, 1 eq.) in dry CHCl3 (50 mL) at 0° C. was added SOCl2 (3.13 mL, 43 mmol, 2.15 eq.) dropwise. After 30 min, the solvent was removed in vacuo to afford [benzhydryl-(2-chlorobutyl)amino]acetic acid tert-butyl ester (99% crude yield), which was used without further purification. ESMS: 388.3 [M+H]. Starting materials: C(C)(C)(C)C=1C=C(C(=C(C#N)C1)O)[N+](=O)[O-] (5-tert-butyl-2-hydroxyl-3-nitro-benzonitrile), C(C)(C)N(C(C)C)CC (N,N-diisopropylethylamine), C[Si](C)(C)C=[N+]=[N-] ((trimethylsilyl)diazomethane). The solvent is CO.C(C)#N (methanol acetonitrile). Yields the product C(C)(C)(C)C=1C=C(C(=C(C#N)C1)OC)[N+](=O)[O-] (5-tert-butyl-2-methoxy-3-nitro-benzonitrile). Yield: 99.9%. Reaction SMILES: [C:1]([C:5]1[CH:6]=[C:7]([N+:14]([O-:16])=[O:15])[C:8]([OH:13])=[C:9]([CH:12]=1)[C:10]#[N:11])([CH3:4])([CH3:3])[CH3:2].[CH:17](N(CC)C(C)C)(C)C.C[Si](C=[N+]=[N-])(C)C>CO.C(#N)C>[C:1]([C:5]1[CH:6]=[C:7]([N+:14]([O-:16])=[O:15])[C:8]([O:13][CH3:17])=[C:9]([CH:12]=1)[C:10]#[N:11])([CH3:4])([CH3:2])[CH3:3] |f:3.4|. Reported procedure: The above nitrile (0.5 g, 2.27 mmol) was taken up in 1:9 methanol/acetonitrile (20 mL). N,N-diisopropylethylamine (1.1 mL, 6.35 mmol) was added dropwise followed by (trimethylsilyl)diazomethane (3.2 mL, 6.35 mmol). The reaction was stirred until the bubbling stopped (20 min) and the reaction was quenched with water. The water was extracted 3× with methylene chloride, dried over Na2SO4, filtered, and concentrated in vacuo to give 5-tert-butyl-2-methoxy-3-nitro-benzonitrile (0.531 g, 99%) as a yel... Starting materials: C1CCOC1, [Li]CCCC, COc1ccc(-c2sccc2C)cn1, CCOCC, CCOCC, ClCCl, O=S(=O)(Cl)Cl. Product: COc1ccc(-c2sc(S(=O)(=O)Cl)cc2C)cn1. As a reaction SMILES: [CH2:25]1[O:26][CH2:27][CH2:28][CH2:29]1.[CH3:15][CH2:16][CH2:17][CH2:18][Li:19].[CH3:1][O:2][c:3]1[n:4][cH:5][c:6](-[c:9]2[s:10][cH:11][cH:12][c:13]2[CH3:14])[cH:7][cH:8]1.[CH3:30][CH2:31][O:32][CH2:33][CH3:34].[CH3:35][CH2:36][O:37][CH2:38][CH3:39].[Cl:40][CH2:41][Cl:42].[S:20](=[O:21])(=[O:22])([Cl:23])[Cl:24]>>[CH3:1][O:2][c:3]1[n:4][cH:5][c:6](-[c:9]2[s:10][c:11]([S:20](=[O:21])(=[O:22])[Cl:23])[cH:12][c:13]2[CH3:14])[cH:7][cH:8]1. The reactants are [BH4-].[Na+] (sodium borohydride), COC([C@@H]([C@H](CC1=CC=CC=C1)NC(=O)OC(C)(C)C)O)=O (N-tert-butoxycarbonyl-3(S)-amino-2(R)-hydroxy-4-phenylbutyric acid methyl ester), Cl (HCl). The solvent is O (water), C(C)O (ethanol). Reaction conditions: temperature 20 celsius, time 2.5 hour. Product: C(C)(C)(C)OC(=O)N[C@H]([C@H](CO)O)CC1=CC=CC=C1 (N-tert-butoxycarbonyl-3(S)-amino-2(R)-hydroxy-4-phenyl-1-butanol). The yield is 72.6%. RXN SMILES: C[O:2][C:3](=O)[C@H:4]([OH:21])[C@@H:5]([NH:13][C:14]([O:16][C:17]([CH3:20])([CH3:19])[CH3:18])=[O:15])[CH2:6][C:7]1[CH:12]=[CH:11][CH:10]=[CH:9][CH:8]=1.[BH4-].[Na+].Cl>C(O)C.O>[C:17]([O:16][C:14]([NH:13][C@@H:5]([CH2:6][C:7]1[CH:8]=[CH:9][CH:10]=[CH:11][CH:12]=1)[C@@H:4]([OH:21])[CH2:3][OH:2])=[O:15])([CH3:20])([CH3:18])[CH3:19] |f:1.2|. Reported procedure: A solution of N-tert-butoxycarbonyl-3(S)-amino-2(R)-hydroxy-4-phenylbutyric acid methyl ester 99 g dissolved in ethanol 130 ml was kept at 15-25° C. and mixed with sodium borohydride 15.7 g and stirred at 15-25° C. for 2.5hrs. The reaction solution was diluted with water, adjusted with 6N-HCl to pH 2.5-3.5 and thereafter the solvent was distilled away to half the volume of the resultant solution, and then ethyl acetate was added to the solution. The solution thus obtained was washed with water a... Reactants: N1=CN=CC(=C1)CCCCCCCl (6-(5-pyrimidinyl)hexyl chloride), C1(C=2C(C(N1)=O)=CC=CC2)=O.[K] (potassium phthalimide), [I-].[K+] (potassium iodide). Run in CN(C=O)C (dimethylformamide), O (water). The product is N1=CN=CC(=C1)CCCCCCN1C(C2=CC=CC=C2C1=O)=O (2-[6-(5-pyrimidinyl)hexyl]-1H-isoindole-1,3-(2H)-dione). Isolated yield 71.1%. Reaction SMILES: [N:1]1[CH:6]=[C:5]([CH2:7][CH2:8][CH2:9][CH2:10][CH2:11][CH2:12]Cl)[CH:4]=[N:3][CH:2]=1.[C:14]1(=[O:24])[NH:18][C:17](=[O:19])[C:16]2=[CH:20][CH:21]=[CH:22][CH:23]=[C:15]12.[K].[I-].[K+]>CN(C)C=O.O>[N:1]1[CH:6]=[C:5]([CH2:7][CH2:8][CH2:9][CH2:10][CH2:11][CH2:12][N:18]2[C:14](=[O:24])[C:15]3[C:16](=[CH:20][CH:21]=[CH:22][CH:23]=3)[C:17]2=[O:19])[CH:4]=[N:3][CH:2]=1 |f:1.2,3.4,^1:24|. Procedure: A solution of 22.3 g of 6-(5-pyrimidinyl)hexyl chloride, 41.6 g of potassium phthalimide, and 1.8 g of potassium iodide in 180 ml of dimethylformamide was heated to a bath temperature of 130° C. for 1 hour. The mixture was diluted with water and was extracted with dichloromethane. The combined organic layers were washed with water and were dried over potassium carbonate. The residue obtained after evaporation was crystallized from ethyl acetate-hexane to give 24.7 g (71%) of 2-[6-(5-pyrimidinyl)... Starting materials: BrC[C@H](CC)C ((S)-(+)-1-bromo-2-methylbutane), ClC[C@H](CC)C ((S)-(+)-1-chloro-2-methylbutane), [Mg] (magnesium), 4A, Grignard reagent, C[Si](Cl)(Cl)Cl (methyltrichlorosilane), II (iodine), Grignard reagent. Run in CCCCCC (Hexane), O1CCCC1 (tetrahydrofuran), C(C)OCC (diethyl ether). The product is C[Si](Cl)(Cl)C[C@H](CC)C (Methyl[(S)-2-methylbutyl]dichlorosilane). As a reaction SMILES: [Mg].II.Br[CH2:5][C@@H:6]([CH3:9])[CH2:7][CH3:8].ClC[C@@H](C)CC.[CH3:16][Si:17](Cl)([Cl:19])[Cl:18]>C(OCC)C.CCCCCC.O1CCCC1>[CH3:16][Si:17]([CH2:5][C@@H:6]([CH3:9])[CH2:7][CH3:8])([Cl:19])[Cl:18]. Procedure: Anhydrous tetrahydrofuran (125 mL) was put into a reactor with magnesium (9.5 g, 0.41 mol) and molecular sieves 4A which had been dehydrated and deaerated, followed by charging of argon gas. A small amount of iodine was slowly added to the mixture. (S)-(+)-1-bromo-2-methylbutane (4.5 g, 0.03 mol) was added dropwise to the slowly stirred mixture. In addition, (S)-(+)-1-chloro-2-methylbutane (36 g, 0.34 mol) was added dropwise to the stirred mixture so that the reaction mixture was gradually reflu...